This data is from the Open Reaction Database (ORD), a public repository of structured organic reaction records. The task is: describe an organic reaction: reactants, conditions, products, and yield The reactants are C(C=1C(N)=CC=CC1)(=O)OC (methyl anthranilate), C(=O)(Cl)Cl (phosgene). Run in ClCCl (dichloromethane), ClCCl (dichloromethane). Conditions: time 5 hour. The product is ClC(=O)NC1=C(C(=O)OC)C=CC=C1 (Methyl 2-[(chlorocarbonyl)amino]benzoate). As a reaction SMILES: [C:1]([O:10][CH3:11])(=[O:9])[C:2]1[C:3](=[CH:5][CH:6]=[CH:7][CH:8]=1)[NH2:4].[C:12](Cl)([Cl:14])=[O:13]>ClCCl>[Cl:14][C:12]([NH:4][C:3]1[CH:5]=[CH:6][CH:7]=[CH:8][C:2]=1[C:1]([O:10][CH3:11])=[O:9])=[O:13]. Reported procedure: A solution of methyl anthranilate (6.0 g) in dichloromethane (50 ml) was added dropwise over 15 min to a 0° solution of phosgene (20% in toluene, 100 ml) in dichloromethane (50 ml) under a nitrogen atmosphere. After addition the resulting opaque solution was stirred at room temperature for 5 h before concentrating to dryness to give the title compound as a white solid (8.0 g), m.p. 80°-82°. Starting materials: CCOC(=O)OCC, C1CCOC1, Cc1ccc2c(n1)N(C(=O)OC(C)(C)C)CCC2, [Li]CCCC, CC(C)NC(C)C. The product is CCOC(=O)Cc1ccc2c(n1)N(C(=O)OC(C)(C)C)CCC2. As a reaction SMILES: [C:31]([O:32][CH2:33][CH3:34])([O:35][CH2:37][CH3:38])=[O:36].[CH2:39]1[O:40][CH2:41][CH2:42][CH2:43]1.[CH3:13][c:14]1[n:15][c:16]2[c:21]([cH:22][cH:23]1)[CH2:20][CH2:19][CH2:18][N:17]2[C:24](=[O:25])[O:26][C:27]([CH3:28])([CH3:29])[CH3:30].[CH3:8][CH2:9][CH2:10][CH2:11][Li:12].[CH:1]([NH:2][CH:3]([CH3:4])[CH3:5])([CH3:6])[CH3:7]>>[CH2:13]([c:14]1[n:15][c:16]2[c:21]([cH:22][cH:23]1)[CH2:20][CH2:19][CH2:18][N:17]2[C:24](=[O:25])[O:26][C:27]([CH3:28])([CH3:29])[CH3:30])[C:31]([O:32][CH2:33][CH3:34])=[O:35]. Reactants: CN(C)C=O, [Na+], [OH-], O, Cc1cc(O)c2c(ccc3cn[nH]c32)n1, O=P(Cl)(Cl)Cl. Yields the product Cc1cc(Cl)c2c(ccc3cn[nH]c32)n1. As a reaction SMILES: [CH3:21][N:22]([CH3:23])[CH:24]=[O:25].[Na+:27].[OH-:26].[OH2:28].[OH:1][c:2]1[cH:3][c:4]([CH3:15])[n:5][c:6]2[cH:7][cH:8][c:9]3[c:10]([c:11]12)[nH:12][n:13][cH:14]3.[P:16]([Cl:17])([Cl:18])([Cl:19])=[O:20]>>[c:2]1([Cl:18])[cH:3][c:4]([CH3:15])[n:5][c:6]2[cH:7][cH:8][c:9]3[c:10]([c:11]12)[nH:12][n:13][cH:14]3. Starting materials: NC=1C=CC(=C(C(=O)O)C1)Cl (5-Amino-2-chloro-benzoic acid), C(#N)C1=CC=C(C(=O)Cl)C=C1 (4-cyano-benzoyl chloride). Solvent: C1CCOC1 (THF). Conditions: time 72 hour. Yields the product ClC1=C(C(=O)O)C=C(C=C1)NC(C1=CC=C(C=C1)C#N)=O (2-Chloro-5-(4-Cyano-Benzoylamino)-Benzoic Acid), solid. Yield: 97.0%. RXN SMILES: [NH2:1][C:2]1[CH:3]=[CH:4][C:5]([Cl:11])=[C:6]([CH:10]=1)[C:7]([OH:9])=[O:8].[C:12]([C:14]1[CH:22]=[CH:21][C:17]([C:18](Cl)=[O:19])=[CH:16][CH:15]=1)#[N:13]>C1COCC1>[Cl:11][C:5]1[CH:4]=[CH:3][C:2]([NH:1][C:18](=[O:19])[C:17]2[CH:21]=[CH:22][C:14]([C:12]#[N:13])=[CH:15][CH:16]=2)=[CH:10][C:6]=1[C:7]([OH:9])=[O:8]. Reported procedure: 5-Amino-2-chloro-benzoic acid (0.355 g, 2.06 mmol) was diluted with THF (12 mL), treated with 4-cyano-benzoyl chloride (0.377 g, 2.23 mmol) and stirred for 72 h. Solvents were then removed and resulting solids were triturated with DCM. After filtration, the title compound was obtained as a white solid (0.6 g, 97%). Reactants: BrC=1SC2=C(N1)C=CC(=C2)N (2-bromo-1,3-benzothiazol-6-amine), COC1=NC=C(C=C1)B(O)O (2-methoxy-5-pyridineboronic acid), C([O-])([O-])=O.[Na+].[Na+] (sodium carbonate). The reagents and catalysts are C1=CC=C(C=C1)P([C-]2C=CC=C2)C3=CC=CC=C3.C1=CC=C(C=C1)P([C-]2C=CC=C2)C3=CC=CC=C3.Cl[Pd]Cl.[Fe+2] (Pd(dppf)Cl2). Solvent: C1CCOC1.O (THF water). Reaction conditions: temperature 140 celsius. Product: COC1=CC=C(C=N1)C=1SC2=C(N1)C=CC(=C2)N (2-(6-Methoxypyridin-3-yl)-1,3-benzothiazol-6-amine). Yield: 96.3%. As a reaction SMILES: Br[C:2]1[S:3][C:4]2[CH:10]=[C:9]([NH2:11])[CH:8]=[CH:7][C:5]=2[N:6]=1.[CH3:12][O:13][C:14]1[CH:19]=[CH:18][C:17](B(O)O)=[CH:16][N:15]=1.C(=O)([O-])[O-].[Na+].[Na+]>C1COCC1.O.C1C=CC(P(C2C=CC=CC=2)[C-]2C=CC=C2)=CC=1.C1C=CC(P(C2C=CC=CC=2)[C-]2C=CC=C2)=CC=1.Cl[Pd]Cl.[Fe+2]>[CH3:12][O:13][C:14]1[N:15]=[CH:16][C:17]([C:2]2[S:3][C:4]3[CH:10]=[C:9]([NH2:11])[CH:8]=[CH:7][C:5]=3[N:6]=2)=[CH:18][CH:19]=1 |f:2.3.4,5.6,7.8.9.10|. Procedure: A mixture of 2-bromo-1,3-benzothiazol-6-amine (53 mg, 0.23 mmol), 2-methoxy-5-pyridineboronic acid (50 mg, 0.327 mmol), Pd(dppf)Cl2*DCM (8 mg, 0.01 mmol) and sodium carbonate (0.1 g, 1 mmol) in THF/water (9:1, 3 mL) was heated at 140° C. for 10 minutes in a microwave reactor under argon atmosphere. The mixture was filtered and washed with THF/water (9:1). After having added DCM to the filtrate, the organic layer was washed with brine, dried (Na2SO4), filtered and concentrated. The crude product ... The reactants are COC([C@@H]([C@H](C1=CC=CC=C1)N=[N+]=[N-])O)=O ((2R,3S)-3-azido-2-hydroxy-3-phenylpropionic acid methyl ester). Reagents/catalysts: [Pd] (palladium on carbon). Solvent: C(C)O (ethanol). Product: COC([C@@H]([C@@H](N)C1=CC=CC=C1)O)=O ((2R,3S)-β-phenyl isoserine methyl ester). RXN SMILES: [CH3:1][O:2][C:3](=[O:16])[C@H:4]([OH:15])[C@@H:5]([N:12]=[N+]=[N-])[C:6]1[CH:11]=[CH:10][CH:9]=[CH:8][CH:7]=1>[Pd].C(O)C>[CH3:1][O:2][C:3](=[O:16])[C@H:4]([OH:15])[C@H:5]([C:6]1[CH:11]=[CH:10][CH:9]=[CH:8][CH:7]=1)[NH2:12]. Reported procedure: The (2R,3S)-3-azido-2-hydroxy-3-phenylpropionic acid methyl ester (1, 0.5 g) is hydrogenated over 10% palladium on carbon (0.1 g) in ethanol at atmospheric pressure for 1 hour. The reaction is filtered and evaporated to yield the desired amine. Mp 106-108° C.